This data is from the Open Reaction Database (ORD), a public repository of structured organic reaction records. The task is: describe an organic reaction: reactants, conditions, products, and yield Starting materials: Br, CS(C)=O, CC(=O)O, Oc1ccccc1C1CCCCC1, O. Product: Oc1ccc(Br)cc1C1CCCCC1. Reaction SMILES: [BrH:14].[CH3:15][S:16]([CH3:17])=[O:18].[CH3:19][C:20](=[O:21])[OH:22].[CH:1]1([c:7]2[c:8]([OH:13])[cH:9][cH:10][cH:11][cH:12]2)[CH2:2][CH2:3][CH2:4][CH2:5][CH2:6]1.[OH2:23]>>[CH:1]1([c:7]2[c:8]([OH:13])[cH:9][cH:10][c:11]([Br:14])[cH:12]2)[CH2:2][CH2:3][CH2:4][CH2:5][CH2:6]1.